From a dataset of the Open Reaction Database (ORD), a public repository of structured organic reaction records. describe an organic reaction: reactants, conditions, products, and yield The reactants are C(=O)(O)[O-].[Na+] (NaHCO3), C(C1=CC=CC=C1)N (Benzylamine), C(C)(C)(C)OC(=O)N1[C@@H]([C@H]2C[C@H]2C1)C=O ((1S,2S,5R)-2-Formyl-3-aza-bicyclo[3.1.0]hexane-3-carboxylic acid tert-butyl ester), C(C)(=O)O[BH-](OC(C)=O)OC(C)=O.[Na+] (sodium triacetoxyborohydride). Run in C(Cl)(Cl)Cl (chloroform). Reaction conditions: time 15 hour. Yields the product C(C)(C)(C)OC(=O)N1[C@@H]([C@H]2C[C@H]2C1)CNCC1=CC=CC=C1 ((1S,2S,5R)-2-(Benzylamino-methyl)-3-aza-bicyclo[3.1.0]hexane-3-carboxylic Acid Tert-butyl Ester). As a reaction SMILES: [CH2:1]([NH2:8])[C:2]1[CH:7]=[CH:6][CH:5]=[CH:4][CH:3]=1.[C:9]([O:13][C:14]([N:16]1[CH2:21][C@H:20]2[C@H:18]([CH2:19]2)[C@H:17]1[CH:22]=O)=[O:15])([CH3:12])([CH3:11])[CH3:10].C(O[BH-](OC(=O)C)OC(=O)C)(=O)C.[Na+].C([O-])(O)=O.[Na+]>C(Cl)(Cl)Cl>[C:9]([O:13][C:14]([N:16]1[CH2:21][C@H:20]2[C@H:18]([CH2:19]2)[C@H:17]1[CH2:22][NH:8][CH2:1][C:2]1[CH:7]=[CH:6][CH:5]=[CH:4][CH:3]=1)=[O:15])([CH3:12])([CH3:10])[CH3:11] |f:2.3,4.5|. Procedure: Benzylamine (2.95 mmol, 1.2 eq) is added to a solution of (1S,2S,5R)-2-Formyl-3-aza-bicyclo[3.1.0]hexane-3-carboxylic acid tert-butyl ester (2.46 mmol, 1.0 eq) in chloroform (6.0 mL). After 10 min the mixture is treated with sodium triacetoxyborohydride (2.95 mmol), stirred for additional 15 h and poured into a sat. aq. NaHCO3 solution. The layers are separated and the aq. layer is extracted once with chloroform. The combined organic layers are washed twice with sat. NaHCO3 solution and water. T... Starting materials: SU 1,553,531, [OH-].[Na+] (sodium hydroxide), ( 0.03-0.20 ), 78174f, C(#N)C1=NC=CC=C1 (2-cyanopyridine). The product is N1=C(C=CC=C1)C(=O)N (2-picolinamide). Reaction SMILES: [C:1]([C:3]1[CH:8]=[CH:7][CH:6]=[CH:5][N:4]=1)#[N:2].[OH-:9].[Na+]>>[N:4]1[CH:5]=[CH:6][CH:7]=[CH:8][C:3]=1[C:1]([NH2:2])=[O:9] |f:1.2|. Procedure details: As to preparative methods for these compounds, cyanopyridines have frequently been hydrolyzed in batch and continuous processes with catalytic to stoichiometric excesses of a base. A majority of the methods reported have been batch processes. For example, 4-cyanopyridine in the presence of sodium hydroxide at a molar ratio of 1:(0.03-0.075) and at 120°-170° C. is reported to give isonicotinamide. See U.S.S.R. SU 1,553,531 (1990); CA:113:78174f (1990). Similarly, 2-cyanopyridine is reported to re... Reactants: NC1=CC=C(C=C1)S(=O)(=O)NC=1SC(=NN1)C (4-Amino-N-(5-methyl-1,3,4-thiadiazol-2-yl)benzenesulfonamide), C(CCCCCCCCC)(=O)Cl (Decanoyl chloride), Cl (HCl). Solvent: N1=CC=CC=C1 (pyridine). Reaction conditions: temperature 95 celsius, time 1 hour. Yields the product CC1=NN=C(S1)NS(=O)(=O)C1=CC=C(C=C1)NC(CCCCCCCCC)=O (N-(4-(N-(5-Methyl-1,3,4-thiadiazol-2-yl)sulfamoyl)phenyl)decanamide). Isolated yield 94.6%. RXN SMILES: [NH2:1][C:2]1[CH:7]=[CH:6][C:5]([S:8]([NH:11][C:12]2[S:13][C:14]([CH3:17])=[N:15][N:16]=2)(=[O:10])=[O:9])=[CH:4][CH:3]=1.[C:18](Cl)(=[O:28])[CH2:19][CH2:20][CH2:21][CH2:22][CH2:23][CH2:24][CH2:25][CH2:26][CH3:27].Cl>N1C=CC=CC=1>[CH3:17][C:14]1[S:13][C:12]([NH:11][S:8]([C:5]2[CH:6]=[CH:7][C:2]([NH:1][C:18](=[O:28])[CH2:19][CH2:20][CH2:21][CH2:22][CH2:23][CH2:24][CH2:25][CH2:26][CH3:27])=[CH:3][CH:4]=2)(=[O:10])=[O:9])=[N:16][N:15]=1. Procedure details: Compound 105 (250 mg, 0.93 mmol) was suspended in pyridine (0.5 mL). Decanoyl chloride (141 mg, 0.74 mmol) was added slowly at 0° C. The reaction mixture was then heated to 95° C. and was stirred for 1 h. The reaction mixture was then added to aqueous 3 N HCl solution (5 mL) and the mixture extracted with ethyl acetate (3×10 mL). The organic extracts were washed with water (3×20 mL), brine (3×20 mL), dried over anhydrous Na2SO4, and filtered. Evaporation of the solvent left a residue which was c... The reactants are OC=1C=NNC1 (4-Hydroxypyrazole), N1C=NC=C1 (imidazole), [Si](C)(C)(C(C)(C)C)Cl (t-butyldimethylsilylchloride). Solvent: CN(C)C=O (DMF). Reaction conditions: time 17 hour. The product is [Si](C)(C)(C(C)(C)C)OC=1C=NNC1 (4-t-Butyldimethylsilyloxypyrazole). Isolated yield 94.3%. As a reaction SMILES: [OH:1][C:2]1[CH:3]=[N:4][NH:5][CH:6]=1.N1C=CN=C1.[Si:12](Cl)([C:15]([CH3:18])([CH3:17])[CH3:16])([CH3:14])[CH3:13]>CN(C=O)C>[Si:12]([O:1][C:2]1[CH:3]=[N:4][NH:5][CH:6]=1)([C:15]([CH3:18])([CH3:17])[CH3:16])([CH3:14])[CH3:13]. Procedure: 4-Hydroxypyrazole (1.16 g, 13.8 mmol) and imidazole (1.13 g, 16.6 mmol) were suspended in DMF (50 ml) under nitrogen and t-butyldimethylsilylchloride (2.3 g, 15.2 mmol) was added. After stirring 17 hours, the solvent was removed in vacuo and the residue treated with water containing 4.5 g of potassium carbonate. The mixture was extracted with two portions of chloroform and the organic layer dried over sodium sulfate. The solvent was removed in vacuo to yield product (2.58 g, 94%). NMR The reactants are C[Si](C)(C)C#Cc1cccc(Br)c1, COCCOC, OB(O)c1cccnc1F, [Na+], [Na+], O=C([O-])[O-], O, c1ccc(P(c2ccccc2)(c2ccccc2)[Pd](P(c2ccccc2)(c2ccccc2)c2ccccc2)(P(c2ccccc2)(c2ccccc2)c2ccccc2)P(c2ccccc2)(c2ccccc2)c2ccccc2)cc1. The product is C[Si](C)(C)C#Cc1cccc(-c2cccnc2F)c1. As a reaction SMILES: [Br:1][c:2]1[cH:3][c:4]([C:8]#[C:9][Si:10]([CH3:11])([CH3:12])[CH3:13])[cH:5][cH:6][cH:7]1.[CH3:30][O:31][CH2:32][CH2:33][O:34][CH3:35].[F:14][c:15]1[n:16][cH:17][cH:18][cH:19][c:20]1[B:21]([OH:22])[OH:23].[Na+:24].[Na+:25].[O-:26][C:27](=[O:28])[O-:29].[OH2:36].[cH:37]1[cH:38][cH:39][c:40]([P:41]([Pd:42]([P:43]([c:44]2[cH:45][cH:46][cH:47][cH:48][cH:49]2)([c:50]2[cH:51][cH:52][cH:53][cH:54][cH:55]2)[c:56]2[cH:57][cH:58][cH:59][cH:60][cH:61]2)([P:62]([c:63]2[cH:64][cH:65][cH:66][cH:67][cH:68]2)([c:69]2[cH:70][cH:71][cH:72][cH:73][cH:74]2)[c:75]2[cH:76][cH:77][cH:78][cH:79][cH:80]2)[P:81]([c:82]2[cH:83][cH:84][cH:85][cH:86][cH:87]2)([c:88]2[cH:89][cH:90][cH:91][cH:92][cH:93]2)[c:94]2[cH:95][cH:96][cH:97][cH:98][cH:99]2)([c:100]2[cH:101][cH:102][cH:103][cH:104][cH:105]2)[c:106]2[cH:107][cH:108][cH:109][cH:110][cH:111]2)[cH:112][cH:113]1>>[c:2]1(-[c:20]2[c:15]([F:14])[n:16][cH:17][cH:18][cH:19]2)[cH:3][c:4]([C:8]#[C:9][Si:10]([CH3:11])([CH3:12])[CH3:13])[cH:5][cH:6][cH:7]1. The reactants are C1(=CC=CC=C1)C1(CNCC1)CCO (3-phenyl-3-(2-hydroxyethyl)pyrrolidine), COC1=C(C(=O)Cl)C=C(C(=C1)OC)OC (2,4,5-trimethoxybenzoyl chloride), C([O-])([O-])=O.[Na+].[Na+] (sodium carbonate), C(C)(=O)OCC.C(C)O (ethyl acetate ethanol). Run in C(C)(=O)OCC (ethyl acetate), C(C)(=O)OCC.O (ethyl acetate water). Conditions: time 18 hour. The product is COC1=C(C(=O)N2CC(CC2)(CCO)C2=CC=CC=C2)C=C(C(=C1)OC)OC (1-(2,4,5-trimethoxybenzoyl)-3-phenyl-3-(2-hydroxyethyl)pyrrolidine). As a reaction SMILES: [C:1]1([C:7]2([CH2:12][CH2:13][OH:14])[CH2:11][CH2:10][NH:9][CH2:8]2)[CH:6]=[CH:5][CH:4]=[CH:3][CH:2]=1.C(=O)([O-])[O-].[Na+].[Na+].[CH3:21][O:22][C:23]1[CH:31]=[C:30]([O:32][CH3:33])[C:29]([O:34][CH3:35])=[CH:28][C:24]=1[C:25](Cl)=[O:26].C(OCC)(=O)C.C(O)C>C(OCC)(=O)C.O.C(OCC)(=O)C>[CH3:21][O:22][C:23]1[CH:31]=[C:30]([O:32][CH3:33])[C:29]([O:34][CH3:35])=[CH:28][C:24]=1[C:25]([N:9]1[CH2:10][CH2:11][C:7]([C:1]2[CH:2]=[CH:3][CH:4]=[CH:5][CH:6]=2)([CH2:12][CH2:13][OH:14])[CH2:8]1)=[O:26] |f:1.2.3,5.6,7.8|. Procedure: Combine 3-phenyl-3-(2-hydroxyethyl)pyrrolidine (1.8 mmol) and sodium carbonate (0.76 g, 7.2 mmol) in ethyl acetate/water (10 mL/10 mL). With stirring, add a solution of 2,4,5-trimethoxybenzoyl chloride (1.1 g, 1.8 mmol) in ethyl acetate (1 mL). After 18 hours, separate the layers and extract the aqueous layer twice with ethyl acetate. Combine the organic layers, dry over Na2SO4, filter, and evaporate in vacuo to give a residue. Chromatograph the residue on silica gel eluting with 9/1 ethyl aceta...